describe an organic reaction: reactants, conditions, products, and yield From a dataset of the Open Reaction Database (ORD), a public repository of structured organic reaction records. Starting materials: BrC1=CC(=C(C=C1)O)F (4-bromo-2-fluorophenol), O (Water), CC(=O)C (acetone), C([O-])([O-])=O.[K+].[K+] (potassium carbonate), C(C1=CC=CC=C1)Br (benzyl bromide). Run at temperature 50 celsius, time 2 hour. The product is C(C1=CC=CC=C1)OC1=C(C=C(C=C1)C#C)F (1-Benzyloxy-4-ethynyl-2-fluorobenzene). As a reaction SMILES: Br[C:2]1[CH:7]=[CH:6][C:5]([OH:8])=[C:4]([F:9])[CH:3]=1.C(=O)([O-])[O-].[K+].[K+].[CH2:16](Br)[C:17]1[CH:22]=[CH:21][CH:20]=[CH:19][CH:18]=1.O.[CH3:25][C:26](C)=O>>[CH2:16]([O:8][C:5]1[CH:6]=[CH:7][C:2]([C:25]#[CH:26])=[CH:3][C:4]=1[F:9])[C:17]1[CH:22]=[CH:21][CH:20]=[CH:19][CH:18]=1 |f:1.2.3|. Reported procedure: To a solution of 4-bromo-2-fluorophenol (2.0 g) in acetone (40 ml) were sequentially added potassium carbonate (2.0 g) and benzyl bromide (1.5 ml), and the solution was stirred for 2 hours at 50° C. Water was added thereto followed by stirring, the solution was extracted with ethyl acetate, then sequentially washed with water and brine, dried over anhydrous magnesium sulfate, then the solvent was evaporated in vacuo. A suspension of the resulting 1-benzyloxy-4-bromo-2-fluorobenzene (3.3 g), (tri... Starting materials: CN(C)C=O, Cc1ccc(O)cc1, FC(F)=C(F)F, [K+], [OH-]. The product is Cc1ccc(OC(F)(F)C(F)F)cc1. RXN SMILES: [CH3:17][N:18]([CH3:19])[CH:20]=[O:21].[CH3:7][c:8]1[cH:9][cH:10][c:11]([OH:12])[cH:13][cH:14]1.[F:1][C:2](=[C:3]([F:4])[F:5])[F:6].[K+:16].[OH-:15]>>[F:1][C:2]([CH:3]([F:4])[F:5])([F:6])[O:12][c:11]1[cH:10][cH:9][c:8]([CH3:7])[cH:14][cH:13]1. The reactants are COCC1CN(c2ccc(C3CCN(C(=O)OC(C)(C)C)CC3)cc2)C(=O)O1, CCOC(C)=O. Product: COCC1CN(c2ccc(C3CCNCC3)cc2)C(=O)O1. Reaction SMILES: [CH3:1][O:2][CH2:3][CH:4]1[CH2:5][N:6]([c:10]2[cH:11][cH:12][c:13]([CH:16]3[CH2:17][CH2:18][N:19]([C:22]([O:23][C:24]([CH3:25])([CH3:26])[CH3:27])=[O:28])[CH2:20][CH2:21]3)[cH:14][cH:15]2)[C:7](=[O:9])[O:8]1.[CH3:29][CH2:30][O:31][C:32](=[O:33])[CH3:34]>>[CH3:1][O:2][CH2:3][CH:4]1[CH2:5][N:6]([c:10]2[cH:11][cH:12][c:13]([CH:16]3[CH2:17][CH2:18][NH:19][CH2:20][CH2:21]3)[cH:14][cH:15]2)[C:7](=[O:9])[O:8]1. Starting materials: ClC1=CC=C2C(=C(NC2=C1)C(C1=C(C=CC(=C1)Cl)[N+](=O)[O-])=O)NC(CC)=O (6-Chloro-2-(5-chloro-2-nitrobenzoyl)-3-(propionylamino)indole), [Cl-].[NH4+] (ammonium chloride), C(C)O (ethanol). The reagents and catalysts are [Fe] (iron). Solvent: O (water). The product is NC1=C(C(=O)C=2NC3=CC(=CC=C3C2NC(CC)=O)Cl)C=C(C=C1)Cl (2-(2-amino-5-chlorobenzoyl)-6-chloro-3-(propionylamino)indole). The yield is 78.7%. RXN SMILES: [Cl:1][C:2]1[CH:10]=[C:9]2[C:5]([C:6]([NH:23][C:24](=[O:27])[CH2:25][CH3:26])=[C:7]([C:11](=[O:22])[C:12]3[CH:17]=[C:16]([Cl:18])[CH:15]=[CH:14][C:13]=3[N+:19]([O-])=O)[NH:8]2)=[CH:4][CH:3]=1.[Cl-].[NH4+].C(O)C>[Fe].O>[NH2:19][C:13]1[CH:14]=[CH:15][C:16]([Cl:18])=[CH:17][C:12]=1[C:11]([C:7]1[NH:8][C:9]2[C:5]([C:6]=1[NH:23][C:24](=[O:27])[CH2:25][CH3:26])=[CH:4][CH:3]=[C:2]([Cl:1])[CH:10]=2)=[O:22] |f:1.2|. Procedure details: A suspension of 6-chloro-2-(5-chloro-2-nitrobenzoyl)-3-(propionylamino)indole (step 3, 540 mg, 1.33 mmol), ammonium chloride (35.6 mg, 0.665 mmol), iron powder (391 mg, 6.65 mmol), ethanol (20 ml) and water (10 ml) was heated at reflux temperature for 1 h. After cooling to room temperature, the mixture was filtered through a pad of Celite. The filtrate was concentrated to give a crystalline residue. Purification by flash column chromatography eluting with ethyl acetate/hexane (1:3) afforded 394 ...